The task is: describe an organic reaction: reactants, conditions, products, and yield. This data is from the Open Reaction Database (ORD), a public repository of structured organic reaction records. Starting materials: [N+](=O)(O)[O-].ClC1=C(C=CC=C1)SC(CN1C=NC=C1)CCC1=CC=C(C=C1)OC (1-[2-(2-chlorophenylthio)-4-(4-methoxyphenyl)-n-butyl]imidazole nitrate), C([O-])([O-])=O.[K+].[K+] (potassium carbonate). Solvent: ClCCl (dichloromethane). Yields the product ClC1=C(C=CC=C1)SC(CN1C=NC=C1)CCC1=CC=C(C=C1)OC (1-[2-(2-chlorophenylthio)-4-(4-methoxyphenyl)-n-butyl]imidazole). RXN SMILES: [N+]([O-])(O)=O.[Cl:5][C:6]1[CH:11]=[CH:10][CH:9]=[CH:8][C:7]=1[S:12][CH:13]([CH2:20][CH2:21][C:22]1[CH:27]=[CH:26][C:25]([O:28][CH3:29])=[CH:24][CH:23]=1)[CH2:14][N:15]1[CH:19]=[CH:18][N:17]=[CH:16]1.C(=O)([O-])[O-].[K+].[K+]>ClCCl>[Cl:5][C:6]1[CH:11]=[CH:10][CH:9]=[CH:8][C:7]=1[S:12][CH:13]([CH2:20][CH2:21][C:22]1[CH:23]=[CH:24][C:25]([O:28][CH3:29])=[CH:26][CH:27]=1)[CH2:14][N:15]1[CH:19]=[CH:18][N:17]=[CH:16]1 |f:0.1,2.3.4|. Reported procedure: 1-[2-(2-chlorophenylthio)-4-(4-methoxyphenyl)-n-butyl]imidazole nitrate (2.0 g) in 100 ml of dichloromethane was shaken with excess dilute potassium carbonate solution until the salt was completely dissolved. The organic layer was then separated, washed twice with water, dried over magnesium sulfate and evaporated to yield 1-[2-(2-chlorophenylthio)-4-(4-methoxyphenyl)-n-butyl]imidazole as an oil.